Dataset: the Open Reaction Database (ORD), a public repository of structured organic reaction records. Task: describe an organic reaction: reactants, conditions, products, and yield The reactants are COC1=C2CC(NC2=CC=C1)=O (4-methoxy-2-oxindole), [Cl-].[Al+3].[Cl-].[Cl-] (aluminum chloride). Reaction conditions: temperature 235 celsius. Yields the product OC1=C2CC(NC2=CC=C1)=O (4-Hydroxy-2-oxindole). The yield is 94.0%. RXN SMILES: C[O:2][C:3]1[CH:11]=[CH:10][CH:9]=[C:8]2[C:4]=1[CH2:5][C:6](=[O:12])[NH:7]2.[Cl-].[Al+3].[Cl-].[Cl-]>>[OH:2][C:3]1[CH:11]=[CH:10][CH:9]=[C:8]2[C:4]=1[CH2:5][C:6](=[O:12])[NH:7]2 |f:1.2.3.4|. Procedure: A mixture of 4-methoxy-2-oxindole (3.5 g, 21.4 mmol) and 3.0 g of aluminum chloride was heated at 235° C. for 10 minutes with stirring. On cooling the sludge was triturated with H2O. The solids were filtered washed with H2O and dried to give 3.0 g of product as an orange solid. Purified by flash chromatography (hexane-ethyl acetate 3:1) to give 1.1 g of pure title compound. The reactants are O1COC2=C1C=CC(=C2)OC2=C(C(=O)O)C=CC=N2 (2-(Benzo[1,3]dioxol-5-yloxy)-nicotinic acid), NCC1=C(C=C(C=C1)C(C)(C)O)F (2-(4-Aminomethyl-3-fluoro-phenyl)-propan-2-ol). Product: O1COC2=C1C=CC(=C2)OC2=C(C(=O)NCC1=C(C=C(C=C1)C(C)(C)O)F)C=CC=N2 (2-(Benzo[1,3]dioxol-5-yloxy)-N-[2-fluoro-4-(1-hydroxy-1-methyl-ethyl)-benzyl]-nicotinamide). Reaction SMILES: [O:1]1[C:5]2[CH:6]=[CH:7][C:8]([O:10][C:11]3[N:19]=[CH:18][CH:17]=[CH:16][C:12]=3[C:13]([OH:15])=O)=[CH:9][C:4]=2[O:3][CH2:2]1.[NH2:20][CH2:21][C:22]1[CH:27]=[CH:26][C:25]([C:28]([OH:31])([CH3:30])[CH3:29])=[CH:24][C:23]=1[F:32]>>[O:1]1[C:5]2[CH:6]=[CH:7][C:8]([O:10][C:11]3[N:19]=[CH:18][CH:17]=[CH:16][C:12]=3[C:13]([NH:20][CH2:21][C:22]3[CH:27]=[CH:26][C:25]([C:28]([OH:31])([CH3:29])[CH3:30])=[CH:24][C:23]=3[F:32])=[O:15])=[CH:9][C:4]=2[O:3][CH2:2]1. Procedure: Prepared from 2-(Benzo[1,3]dioxol-5-yloxy)-nicotinic acid and and 2-(4-Aminomethyl-3-fluoro-phenyl)-propan-2-ol. Reactants: BrC=1C=C(C=CC1)S (3-bromothiophenol), [OH-].[K+] (potassium hydroxide), ClC1=C(C(=O)O)C=C(C=C1)[N+](=O)[O-] (2-chloro-5-nitrobenzoic acid). The reagents and catalysts are [Cu] (copper). The solvent is O (water). Product: BrC=1C=C(C=CC1)SC1=C(C(=O)O)C=C(C=C1)[N+](=O)[O-] (2-(3'-Bromophenylthio)-5-nitrobenzoic Acid). RXN SMILES: [Br:1][C:2]1[CH:3]=[C:4]([SH:8])[CH:5]=[CH:6][CH:7]=1.[OH-].[K+].Cl[C:12]1[CH:20]=[CH:19][C:18]([N+:21]([O-:23])=[O:22])=[CH:17][C:13]=1[C:14]([OH:16])=[O:15]>[Cu].O>[Br:1][C:2]1[CH:3]=[C:4]([S:8][C:12]2[CH:20]=[CH:19][C:18]([N+:21]([O-:23])=[O:22])=[CH:17][C:13]=2[C:14]([OH:16])=[O:15])[CH:5]=[CH:6][CH:7]=1 |f:1.2|. Reported procedure: A mixture of 205 g. 3-bromothiophenol, 188 g. potassium hydroxide in 2 l. water, 205 g. 2-chloro-5-nitrobenzoic acid and 6.5 g. copper powder is refluxed for two hours, filtered while hot, acidified with hydrochloric acid and the solid filtered, washed with water and dried to yield 301 g. of the desired white solid, m.p. 202°-206° C. The reactants are CCO, CCCC(C)C=O, C[N+](=O)[O-], [Na+], [OH-], O. Yields the product CCCC(C)C(O)C[N+](=O)[O-]. As a reaction SMILES: [CH3:15][CH2:16][OH:17].[CH3:7][CH:8]([CH:9]=[O:10])[CH2:11][CH2:12][CH3:13].[N+:3](=[O:4])([O-:5])[CH3:6].[Na+:2].[OH-:1].[OH2:14]>>[N+:3](=[O:4])([O-:5])[CH2:6][CH:9]([CH:8]([CH3:7])[CH2:11][CH2:12][CH3:13])[OH:10]. Reaction conditions: time 8 hour. The yield is 99.0%. Reactants: S(=O)([O-])S(=O)[O-].[Na+].[Na+] (sodium hydrosulfite), C([O-])([O-])=O.[K+].[K+] (potassium carbonate), C(C)(C)(C)OC(NCCCCNC1=C(C=NC2=CC(=CC=C12)Br)[N+](=O)[O-])=O (tert-butyl[4-(7-bromo-3-nitroquinolin-4-ylamino)butyl]carbamate). Reagents/catalysts: [Br-].[Br-].C(C)[N+]1=CC=C(C=C1)C1=CC=[N+](C=C1)CC (1,1′-diethyl-4,4′-bipyridinium dibromide). As a reaction SMILES: S(S([O-])=O)([O-])=O.[Na+].[Na+].C(=O)([O-])[O-].[K+].[K+].[C:15]([O:19][C:20](=[O:41])[NH:21][CH2:22][CH2:23][CH2:24][CH2:25][NH:26][C:27]1[C:36]2[C:31](=[CH:32][C:33]([Br:37])=[CH:34][CH:35]=2)[N:30]=[CH:29][C:28]=1[N+:38]([O-])=O)([CH3:18])([CH3:17])[CH3:16]>O.ClCCl.[Br-].[Br-].C([N+]1C=CC(C2C=C[N+](CC)=CC=2)=CC=1)C>[C:15]([O:19][C:20](=[O:41])[NH:21][CH2:22][CH2:23][CH2:24][CH2:25][NH:26][C:27]1[C:36]2[C:31](=[CH:32][C:33]([Br:37])=[CH:34][CH:35]=2)[N:30]=[CH:29][C:28]=1[NH2:38])([CH3:18])([CH3:16])[CH3:17] |f:0.1.2,3.4.5,9.10.11|. Reported procedure: A solution of sodium hydrosulfite (43.35 g, 249 mmol) and potassium carbonate (38.28 g, 277 mmol) in water (300 mL) was added to a mixture of tert-butyl[4-(7-bromo-3-nitroquinolin-4-ylamino)butyl]carbamate (24.3 g, 55.3 mmol) and 1,1′-diethyl-4,4′-bipyridinium dibromide (1.03 g, 2.76 mmol) in dichloromethane (368 mL) and water (40 mL), and the reaction was stirred overnight at ambient temperature. The reaction mixture was filtered through a layer of CELITE filter aid. The aqueous filtrate was ex... The product is C(C)(C)(C)OC(NCCCCNC1=C(C=NC2=CC(=CC=C12)Br)N)=O (tert-butyl[4-(3-amino-7-bromoquinolin-4-ylamino)butyl]carbamate). The solvent is O (water), ClCCl (dichloromethane), O (water). Reactants: CN, Cc1ccc2c(c1)n1c(CC(=O)O)c(-c3ccc(Cl)cc3)nc1n2C, C1CCOC1. Product: CNC(=O)Cc1c(-c2ccc(Cl)cc2)nc2n(C)c3ccc(C)cc3n12. RXN SMILES: [CH3:26][NH2:27].[Cl:1][c:2]1[cH:3][cH:4][c:5](-[c:8]2[n:9][c:10]3[n:11]([CH3:25])[c:12]4[c:13]([n:14]3[c:15]2[CH2:16][C:17](=[O:18])[OH:19])[cH:20][c:21]([CH3:24])[cH:22][cH:23]4)[cH:6][cH:7]1.[O:28]1[CH2:29][CH2:30][CH2:31][CH2:32]1>>[Cl:1][c:2]1[cH:3][cH:4][c:5](-[c:8]2[n:9][c:10]3[n:11]([CH3:25])[c:12]4[c:13]([n:14]3[c:15]2[CH2:16][C:17](=[O:19])[NH:27][CH3:26])[cH:20][c:21]([CH3:24])[cH:22][cH:23]4)[cH:6][cH:7]1. Starting materials: CC1=CC=C(CON=C(C(=O)OCC)C(C)=O)C=C1 (ethyl 2-(4-methylbenzyloxyimino)-3-oxobutyrate), S(=O)(=O)(Cl)Cl (sulfuryl chloride). The solvent is C(C)(=O)O (acetic acid). Reaction conditions: time 4 hour. Yields the product ClCC(C(C(=O)OCC)=NOCC1=CC=C(C=C1)C)=O (ethyl 4-chloro-2-(4-methylbenzyloxyimino)-3-oxobutyrate). Isolated yield 23.8%. As a reaction SMILES: [CH3:1][C:2]1[CH:19]=[CH:18][C:5]([CH2:6][O:7][N:8]=[C:9]([C:15](=[O:17])[CH3:16])[C:10]([O:12][CH2:13][CH3:14])=[O:11])=[CH:4][CH:3]=1.S(Cl)([Cl:23])(=O)=O>C(O)(=O)C>[Cl:23][CH2:16][C:15](=[O:17])[C:9](=[N:8][O:7][CH2:6][C:5]1[CH:4]=[CH:3][C:2]([CH3:1])=[CH:19][CH:18]=1)[C:10]([O:12][CH2:13][CH3:14])=[O:11]. Procedure details: A mixture of ethyl 2-(4-methylbenzyloxyimino)-3-oxobutyrate (syn isomer, 74.08 g.), sulfuryl chloride (41.70 g.) and acetic acid (75 ml.) was stirred at at 40° to 42° C. for 4 hours. Nitrogen gas was bubbled into the reaction mixture. After adding the mixture into ice water, the mixture was extracted with methylene chloride. The extract was washed with sodium bicarbonate saturated aqueous solution and sodium chloride saturated aqueous solution in turn and dried over magnesium sulfate. After remo... The reactants are C(C)(C)(C)OC(NCCCCNC(C)C1=NC=CC=C1)=O ([4-(1-pyridin-2-ylethylamino)-butyl]-carbamic acid tert-butyl ester), C(C)(C)(C)OC(=O)N1C(=NC2=C1C=CC=C2)CCl (N-(t-butoxycarbonyl)-2-chloromethylbenzimidazole), CCN(C(C)C)C(C)C (DIPEA). The solvent is CC#N (CH3CN). The product is C(C)(C)(C)OC(=O)N1C(=NC2=C1C=CC=C2)CN(C(C)C2=NC=CC=C2)CCCCNC(=O)OC(C)(C)C (2-{[(4-tert-butoxycarbonylaminobutyl)-(1-pyridin-2-ylethyl)-amino]-methyl}benzimidazole-1-carboxylic acid tert-butyl ester). Reaction SMILES: [C:1]([O:5][C:6](=[O:21])[NH:7][CH2:8][CH2:9][CH2:10][CH2:11][NH:12][CH:13]([C:15]1[CH:20]=[CH:19][CH:18]=[CH:17][N:16]=1)[CH3:14])([CH3:4])([CH3:3])[CH3:2].[C:22]([O:26][C:27]([N:29]1[C:33]2[CH:34]=[CH:35][CH:36]=[CH:37][C:32]=2[N:31]=[C:30]1[CH2:38]Cl)=[O:28])([CH3:25])([CH3:24])[CH3:23].CCN(C(C)C)C(C)C>CC#N>[C:22]([O:26][C:27]([N:29]1[C:33]2[CH:34]=[CH:35][CH:36]=[CH:37][C:32]=2[N:31]=[C:30]1[CH2:38][N:12]([CH2:11][CH2:10][CH2:9][CH2:8][NH:7][C:6]([O:5][C:1]([CH3:2])([CH3:3])[CH3:4])=[O:21])[CH:13]([C:15]1[CH:20]=[CH:19][CH:18]=[CH:17][N:16]=1)[CH3:14])=[O:28])([CH3:25])([CH3:24])[CH3:23]. Reported procedure: Using General Procedure A, [4-(1-pyridin-2-ylethylamino)-butyl]-carbamic acid tert-butyl ester, N-(t-butoxycarbonyl)-2-chloromethylbenzimidazole, and KI in anhydrous CH3CN were reacted with DIPEA to obtain 2-{[(4-tert-butoxycarbonylaminobutyl)-(1-pyridin-2-ylethyl)-amino]-methyl}benzimidazole-1-carboxylic acid tert-butyl ester. Conversion to the HBr salt gave COMPOUND 219 as a white solid. 1H NMR (D2O) δ 1.55 (br, 4H), 1.63 (d, 3H, 6.9 Hz), 2.62 (m, 1H), 2.80 (m, 1H), 2.88 (br, 2H), 4.43 (d, 2H,... Yield: 5.2%. Product: FC1=C(C=CC=C1)S(=O)(=O)NC1=C(C=2CC(CCC2C=C1)(C)C)C(=O)OC (methyl 2-{[(2-fluorophenyl)sulfonyl]amino}-7,7-dimethyl-5,6,7,8-tetrahydro-1-naphthalenecarboxylate). Run in C(C)(=O)O (acetic acid), S(O)(O)(=O)=O (sulfuric acid). Procedure details: A mixture of Example 362D (600 mg) and Pd(OH)2 on carbon (370 mg) in 50 mL of acetic acid and 0.6 mL of concentrated sulfuric acid was reacted under 60 psi pressure for 5 days. After insoluble was filtered off and the filtrate was concentrated in vacuo, the residue was purified by silica gel column chromatography eluting with 10% ethyl acetate in n-hexane to provide 30 mg of the desired product. MS (ESI(+)) m/e 409 (M+NH4)+; MS (ESI(−)) m/e 390 (M−H)−. RXN SMILES: [F:1][C:2]1[CH:7]=[CH:6][CH:5]=[CH:4][C:3]=1[S:8]([NH:11][C:12]1[CH:21]=[CH:20][C:19]2[CH2:18][CH2:17][C:16]([CH3:23])([CH3:22])[C:15](=O)[C:14]=2[C:13]=1[C:25]([O:27][CH3:28])=[O:26])(=[O:10])=[O:9]>C(O)(=O)C.S(=O)(=O)(O)O.[OH-].[OH-].[Pd+2]>[F:1][C:2]1[CH:7]=[CH:6][CH:5]=[CH:4][C:3]=1[S:8]([NH:11][C:12]1[CH:21]=[CH:20][C:19]2[CH2:18][CH2:17][C:16]([CH3:22])([CH3:23])[CH2:15][C:14]=2[C:13]=1[C:25]([O:27][CH3:28])=[O:26])(=[O:10])=[O:9] |f:3.4.5|. Starting materials: FC1=C(C=CC=C1)S(=O)(=O)NC1=C(C=2C(C(CCC2C=C1)(C)C)=O)C(=O)OC (methyl 2-{[(2-fluorophenyl)sulfonyl]amino}-7,7-dimethyl-8-oxo-5,6,7,8-tetrahydro-1-naphthalenecarboxylate). Reagents/catalysts: [OH-].[OH-].[Pd+2] (Pd(OH)2 on carbon). The reactants are COc1nc(OC)nc(-n2nc(SCc3ccccc3)nc2C)n1, ClCCl, O, O=S(=O)(Cl)Cl. Product: COc1nc(OC)nc(-n2nc(S(=O)(=O)Cl)nc2C)n1. Reaction SMILES: [CH2:1]([S:2][c:9]1[n:10][n:11](-[c:15]2[n:16][c:17]([O:23][CH3:24])[n:18][c:19]([O:21][CH3:22])[n:20]2)[c:12]([CH3:14])[n:13]1)[c:3]1[cH:4][cH:5][cH:6][cH:7][cH:8]1.[Cl:31][CH2:32][Cl:33].[OH2:25].[S:26](=[O:27])(=[O:28])([Cl:29])[Cl:30]>>[c:9]1([S:26](=[O:27])(=[O:28])[Cl:30])[n:10][n:11](-[c:15]2[n:16][c:17]([O:23][CH3:24])[n:18][c:19]([O:21][CH3:22])[n:20]2)[c:12]([CH3:14])[n:13]1.